This data is from the Open Reaction Database (ORD), a public repository of structured organic reaction records. The task is: describe an organic reaction: reactants, conditions, products, and yield The yield is 89.5%. Procedure details: In a flask equipped with a dropping-funnel and a mechanical stirrer were placed 30 g (0.161 mol) of pure tri-n-propylacetic acid prepared as described above and 75 g of toluene. The mixture was stirred until dissolution after which a hot solution of 6.45 g of sodium hydroxide in 30 g of Methanol was added through the dropping-funnel. To the solution thus obtained was added 1g of CECA WSL black after which the whole was refluxed for 1 hour while being stirred. The black was filtered off and the r... Starting materials: C(CC)C(C(=O)O)(CCC)CCC (tri-n-propylacetic acid), 1g, C1(=CC=CC=C1)C (toluene), [OH-].[Na+] (sodium hydroxide). The solvent is CO (Methanol). Conditions: time 4 hour. Yields the product C(CC)C(C(=O)[O-])(CCC)CCC.[Na+] (sodium tri-n-propylacetate). Reaction SMILES: [CH2:1]([C:4]([CH2:11][CH2:12][CH3:13])([CH2:8][CH2:9][CH3:10])[C:5]([OH:7])=[O:6])[CH2:2][CH3:3].C1(C)C=CC=CC=1.[OH-].[Na+:22]>CO>[CH2:11]([C:4]([CH2:1][CH2:2][CH3:3])([CH2:8][CH2:9][CH3:10])[C:5]([O-:7])=[O:6])[CH2:12][CH3:13].[Na+:22] |f:2.3,5.6|. Starting materials: C1CCOC1, CCOC(=O)c1cc2cc([N+](=O)[O-])ccc2[nH]1, CO, [Li+], [OH-], O, O. Yields the product O=C(O)c1cc2cc([N+](=O)[O-])ccc2[nH]1. As a reaction SMILES: [CH2:21]1[O:22][CH2:23][CH2:24][CH2:25]1.[CH2:4]([CH3:5])[O:6][C:7](=[O:8])[c:9]1[nH:10][c:11]2[cH:12][cH:13][c:14]([N+:18](=[O:19])[O-:20])[cH:15][c:16]2[cH:17]1.[CH3:26][OH:27].[Li+:2].[OH-:1].[OH2:28].[OH2:3]>>[O:6]=[C:7]([OH:8])[c:9]1[nH:10][c:11]2[cH:12][cH:13][c:14]([N+:18](=[O:19])[O-:20])[cH:15][c:16]2[cH:17]1.